Dataset: the Open Reaction Database (ORD), a public repository of structured organic reaction records. Task: describe an organic reaction: reactants, conditions, products, and yield The reactants are [OH-].[Na+] (NaOH), C(C1=CC=CC=C1)(C1=CC=CC=C1)N1C(=C(C2=CC(=CC=C12)Cl)CCS(=O)(=O)C1=CC=C(C=C1)CCC(=O)OC)CCNS(=O)(=O)CC1=CC(=C(C=C1)Cl)Cl (Methyl 3-[4-({2-[1-benzhydryl-5-chloro-2-(2-{[(3,4-dichlorobenzyl)sulfonyl]amino} ethyl)-1H-indol-3-yl]ethyl}sulfonyl)phenyl]propanoate), Cl (HCl). Run in O (water), C1CCOC1.CO (THF MeOH). Run at time 8 hour. The product is C(C1=CC=CC=C1)(C1=CC=CC=C1)N1C(=C(C2=CC(=CC=C12)Cl)CCS(=O)(=O)C1=CC=C(C=C1)CCC(=O)O)CCNS(=O)(=O)CC1=CC(=C(C=C1)Cl)Cl (3-[4-({2-[1-benzhydryl-5-chloro-2-(2-{[(3,4-dichlorobenzyl)sulfonyl]amino}ethyl)-1H-indol-3-yl]ethyl}sulfonyl)phenyl] propanoic acid). The yield is 86.0%. RXN SMILES: [CH:1]([N:14]1[C:22]2[C:17](=[CH:18][C:19]([Cl:23])=[CH:20][CH:21]=2)[C:16]([CH2:24][CH2:25][S:26]([C:29]2[CH:34]=[CH:33][C:32]([CH2:35][CH2:36][C:37]([O:39]C)=[O:38])=[CH:31][CH:30]=2)(=[O:28])=[O:27])=[C:15]1[CH2:41][CH2:42][NH:43][S:44]([CH2:47][C:48]1[CH:53]=[CH:52][C:51]([Cl:54])=[C:50]([Cl:55])[CH:49]=1)(=[O:46])=[O:45])([C:8]1[CH:13]=[CH:12][CH:11]=[CH:10][CH:9]=1)[C:2]1[CH:7]=[CH:6][CH:5]=[CH:4][CH:3]=1.[OH-].[Na+].Cl>C1COCC1.CO.O>[CH:1]([N:14]1[C:22]2[C:17](=[CH:18][C:19]([Cl:23])=[CH:20][CH:21]=2)[C:16]([CH2:24][CH2:25][S:26]([C:29]2[CH:34]=[CH:33][C:32]([CH2:35][CH2:36][C:37]([OH:39])=[O:38])=[CH:31][CH:30]=2)(=[O:27])=[O:28])=[C:15]1[CH2:41][CH2:42][NH:43][S:44]([CH2:47][C:48]1[CH:53]=[CH:52][C:51]([Cl:54])=[C:50]([Cl:55])[CH:49]=1)(=[O:46])=[O:45])([C:2]1[CH:3]=[CH:4][CH:5]=[CH:6][CH:7]=1)[C:8]1[CH:13]=[CH:12][CH:11]=[CH:10][CH:9]=1 |f:1.2,4.5|. Procedure: Methyl 3-[4-({2-[1-benzhydryl-5-chloro-2-(2-{[(3,4-dichlorobenzyl)sulfonyl]amino} ethyl)-1H-indol-3-yl]ethyl}sulfonyl)phenyl]propanoate (step 13, 1.0 eq) was dissolved in THF:MeOH (1:1) (0.1M), then added 1N NaOH. The mixture was kept stirred overnight at room temperature. The solvent was stripped off and the residue was dissolved in water to form a basic solution, which was neutralized with diluted HCl solution to precipitate the product. The solid was collected by filtration, washed with water... Starting materials: oxide, C([O-])([O-])=O.[Sr+2] (strontium carbonate), S(=O)(=O)([O-])[O-].[Li+].[Li+].S(=O)(=O)([O-])[O-].[Na+].[Na+] (lithium sulfate sodium sulfate), oxide, yttrium tantalate. Reagents/catalysts: [O-2].[Y+3].[O-2].[O-2].[Y+3] (yttrium oxide), [O-2].[Ta+5].[O-2].[O-2].[O-2].[O-2].[Ta+5] (tantalum oxide). Product: S(=O)(=O)([O-])[O-].[Li+].[Li+] (lithium sulfate), S(=O)(=O)([O-])[O-].[Na+].[Na+] (sodium sulfate). As a reaction SMILES: C(=O)([O-])[O-].[Sr+2].[S:6]([O-:10])([O-:9])(=[O:8])=[O:7].[Li+:11].[Li+].[S:13]([O-:17])([O-:16])(=[O:15])=[O:14].[Na+:18].[Na+]>[O-2].[Y+3].[O-2].[O-2].[Y+3].[O-2].[Ta+5].[O-2].[O-2].[O-2].[O-2].[Ta+5]>[S:6]([O-:10])([O-:9])(=[O:8])=[O:7].[Li+:11].[Li+:11].[S:13]([O-:17])([O-:16])(=[O:15])=[O:14].[Na+:18].[Na+:18] |f:0.1,2.3.4.5.6.7,8.9.10.11.12,13.14.15.16.17.18.19,20.21.22,23.24.25|. Procedure details: A method of making a yttrium tantalate phosphor, the method comprising forming an oxide mixture of yttrium oxide, tantalum oxide, and optionally strontium carbonate; adding a lithium sulfate-sodium sulfate mixed flux to the oxide mixture; and firing the mixture at a temperature and for a time sufficient to form the phosphor wherein the weight ratio of lithium sulfate to sodium sulfate is from about 1.0 to about 1.8. The reactants are ClC=1C=CC2=C(N(C(C=C3N2C(N=N3)=O)=O)C3=CC=CC=C3)C1 (8-chloro-6-phenyl-1H-s-triazolo[4,3-a][1,5]benzodiazepine-1,5-dione), C(C)(=O)[O-].[K+] (potassium acetate). Reagents/catalysts: [Cu] (copper). The solvent is BrC1=CC=CC=C1 (bromobenzene), C(Cl)Cl (methylene chloride). The product is ClC=1C=CC2=C(N(C(C=C3N2C(N(N3)C3=CC=CC=C3)=O)=O)C3=CC=CC=C3)C1 (8-Chloro-2,6-diphenyl-1H-s-triazolo[4,3-a] [1,5]benzodiazepine-1,5-dione). RXN SMILES: [Cl:1][C:2]1[CH:3]=[CH:4][C:5]2[N:11]3[C:12](=[O:15])[N:13]=[N:14][C:10]3=[CH:9][C:8](=[O:16])[N:7]([C:17]3[CH:22]=[CH:21][CH:20]=[CH:19][CH:18]=3)[C:6]=2[CH:23]=1.[C:24]([O-])(=O)[CH3:25].[K+]>BrC1C=CC=CC=1.C(Cl)Cl.[Cu]>[Cl:1][C:2]1[CH:3]=[CH:4][C:5]2[N:11]3[C:12](=[O:15])[N:13]([C:25]4[CH:24]=[CH:6][CH:23]=[CH:2][CH:3]=4)[NH:14][C:10]3=[CH:9][C:8](=[O:16])[N:7]([C:17]3[CH:22]=[CH:21][CH:20]=[CH:19][CH:18]=3)[C:6]=2[CH:23]=1 |f:1.2|. Reported procedure: A mixture of 8.2 g of 8-chloro-6-phenyl-1H-s-triazolo[4,3-a][1,5]benzodiazepine-1,5-dione, 5 g of copper powder and 2.5 g of potassium acetate in 100 ml of bromobenzene are refluxed for six hours with stirring. The reaction is diluted with methylene chloride, filtered through a short Florisil column and the filtrate washed with dilute aqueous ammonium hydroxide. The organic phase is washed with water, dried and the solvent evaporated to give the title compound. Reactants: N-Aryl-benzenesulfonamides, NC1=C(C=C(C=C1)Cl)C(=O)C1=CC=NC=C1 ((2-amino-5-chloro-phenyl)-pyridin-4-yl-methanone), C1(=CC=C(C=C1)S(=O)(=O)Cl)C1=CC=CC=C1 (biphenyl-4-sulfonyl chloride). Yields the product ClC1=CC(=C(C=C1)NS(=O)(=O)C1=CC=C(C=C1)C1=CC=CC=C1)C(=O)C1=CC=NC=C1 (Biphenyl4-sulfonic acid [4-chloro-2-(pyridine-4-carbonyl)-phenyl]-amide). Reaction SMILES: [NH2:1][C:2]1[CH:7]=[CH:6][C:5]([Cl:8])=[CH:4][C:3]=1[C:9]([C:11]1[CH:16]=[CH:15][N:14]=[CH:13][CH:12]=1)=[O:10].[C:17]1([C:27]2[CH:32]=[CH:31][CH:30]=[CH:29][CH:28]=2)[CH:22]=[CH:21][C:20]([S:23](Cl)(=[O:25])=[O:24])=[CH:19][CH:18]=1>>[Cl:8][C:5]1[CH:6]=[CH:7][C:2]([NH:1][S:23]([C:20]2[CH:19]=[CH:18][C:17]([C:27]3[CH:32]=[CH:31][CH:30]=[CH:29][CH:28]=3)=[CH:22][CH:21]=2)(=[O:25])=[O:24])=[C:3]([C:9]([C:11]2[CH:16]=[CH:15][N:14]=[CH:13][CH:12]=2)=[O:10])[CH:4]=1. Reported procedure: The title compound was prepared according to the general procedure for the synthesis of N-Aryl-benzenesulfonamides previously described using 116 mg of (2-amino-5-chloro-phenyl)-pyridin-4-yl-methanone and 126 mg of biphenyl-4-sulfonyl chloride. 1H-NMR (400 MHz, CDCl3): δ 7.24 (m, 1H), 7.36 (m, 2H), 7.42 (m, 5H), 7.56 (m, 3H), 7.77-7.84 (m, 3H), 8.73 (d, 2H, J=4.4 Hz), 10.01 (s,1H). MS: m/z 449.0 (M++1). The reactants are ClC1=CC=2N(C=C1)N=C(C2C(C#CC)=O)C2=CC=C(C=C2)F (1-[5-chloro-2-(4-fluorophenyl)pyrazolo[1,5-α]pyridin-3-yl]-2-butyn-1-one), Cl.C1(CCCC1)NC(=N)N (cyclopentyl guanidine hydrochloride), O (water), C([O-])([O-])=O.[K+].[K+] (potassium carbonate). Solvent: CN(C=O)C (N,N-dimethylformamide). Run at temperature 80 celsius. The product is ClC1=CC=2N(C=C1)N=C(C2C2=NC(=NC=C2)NC2CCCC2)C2=CC=C(C=C2)F (4-[5-Chloro-2-(4-fluorophenyl)pyrazolo[1,5-α]pyridin-3-yl]-N-cyclopentyl-2-pyrimidinamine). As a reaction SMILES: [Cl:1][C:2]1[CH:7]=[CH:6][N:5]2[N:8]=[C:9]([C:16]3[CH:21]=[CH:20][C:19]([F:22])=[CH:18][CH:17]=3)[C:10]([C:11](=O)[C:12]#[C:13]C)=[C:4]2[CH:3]=1.Cl.[CH:24]1([NH:29][C:30]([NH2:32])=[NH:31])[CH2:28][CH2:27][CH2:26][CH2:25]1.C(=O)([O-])[O-].[K+].[K+].O>CN(C)C=O>[Cl:1][C:2]1[CH:7]=[CH:6][N:5]2[N:8]=[C:9]([C:16]3[CH:17]=[CH:18][C:19]([F:22])=[CH:20][CH:21]=3)[C:10]([C:11]3[CH:12]=[CH:13][N:32]=[C:30]([NH:29][CH:24]4[CH2:28][CH2:27][CH2:26][CH2:25]4)[N:31]=3)=[C:4]2[CH:3]=1 |f:1.2,3.4.5|. Procedure: To a solution of 1-[5-chloro-2-(4-fluorophenyl)pyrazolo[1,5-α]pyridin-3-yl]-2-butyn-1-one (0.61 g. 2.0 mmol) in N,N-dimethylformamide was added cyclopentyl guanidine hydrochloride (0.67 g, 4.1 mmol) followed by anhydrous potassium carbonate (0.57 g, 4.1 mmol). The resulting mixture was heated at 80° C. for 12 hours. Upon cooling to room temperature, water was added. The mixture was extracted with ethyl acetate. The ethyl acetate phase was washed with brine, dried (magnesium sulfate), filtered an... Reactants: FC1=C(OC2=C(C=C(C=C2)[N+](=O)[O-])C=2C3=C(C(N(C2)C)=O)NC=C3)C=CC(=C1)F (4-(2-(2,4-difluorophenoxy)-5-nitrophenyl)-6-methyl-1H-pyrrolo[2,3-c]pyridin-7(6H)-one), CN1C(C2=C(C(=C1)C1=C(C=CC(=C1)[N+](=O)[O-])OC1=CC=CC=C1)C=CN2)=O (6-methyl-4-(5-nitro-2-phenoxyphenyl)-1,6-dihydro-7H-pyrrolo[2,3-c]pyridin-7-one). The product is NC=1C=CC(=C(C1)C=1C2=C(C(N(C1)C)=O)NC=C2)OC2=C(C=C(C=C2)F)F (4-(5-amino-2-(2,4-difluorophenoxy)phenyl)-6-methyl-1H-pyrrolo[2,3-c]pyridin-7(6H)-one). RXN SMILES: [F:1][C:2]1[CH:28]=[C:27]([F:29])[CH:26]=[CH:25][C:3]=1[O:4][C:5]1[CH:10]=[CH:9][C:8]([N+:11]([O-])=O)=[CH:7][C:6]=1[C:14]1[C:15]2[CH:24]=[CH:23][NH:22][C:16]=2[C:17](=[O:21])[N:18]([CH3:20])[CH:19]=1.CN1C=C(C2C=C([N+]([O-])=O)C=CC=2OC2C=CC=CC=2)C2C=CNC=2C1=O>>[NH2:11][C:8]1[CH:9]=[CH:10][C:5]([O:4][C:3]2[CH:25]=[CH:26][C:27]([F:29])=[CH:28][C:2]=2[F:1])=[C:6]([C:14]2[C:15]3[CH:24]=[CH:23][NH:22][C:16]=3[C:17](=[O:21])[N:18]([CH3:20])[CH:19]=2)[CH:7]=1. Procedure: Example 27b was prepared according to the procedure used for the preparation of Example 3, substituting the product of Example 27a for the product of Example 2b, to provide the title compound. Starting materials: C(C)(C)(C)OC(=O)N[C@@H]1C[C@@H]([C@H](C1)C1=CC=CC=C1)CN1CCC(CC1)N(CC=C)C(=O)OCC1=CC=C(C=C1)[N+](=O)[O-] (1-(S)-((t-butoxycarbonyl)amino)-3-(S)-((4-(N-(4-nitrobenzyloxycarbonyl)-N-(allyl)amino)piperidin-1-yl)methyl)-4-(S)-phenylcyclopentane), CN(C(=O)Cl)C (dimethylcarbamoyl chloride). The product is CN(C(=O)N[C@@H]1C[C@@H]([C@H](C1)C1=CC=CC=C1)CN1CCC(CC1)N(CC=C)C(=O)OCC1=CC=C(C=C1)[N+](=O)[O-])C (1-(S)-((Dimethylaminocarbonyl)amino)-3-(S)-((4-(N-(4-nitrobenzyloxycarbonyl)-N-(allyl)amino)piperidin-1-yl)methyl)-4-(S)-phenylcyclopentane). Reaction SMILES: C(OC([NH:8][C@H:9]1[CH2:13][C@H:12]([C:14]2[CH:19]=[CH:18][CH:17]=[CH:16][CH:15]=2)[C@@H:11]([CH2:20][N:21]2[CH2:26][CH2:25][CH:24]([N:27]([C:31]([O:33][CH2:34][C:35]3[CH:40]=[CH:39][C:38]([N+:41]([O-:43])=[O:42])=[CH:37][CH:36]=3)=[O:32])[CH2:28][CH:29]=[CH2:30])[CH2:23][CH2:22]2)[CH2:10]1)=O)(C)(C)C.[CH3:44][N:45]([CH3:49])[C:46](Cl)=[O:47]>>[CH3:44][N:45]([CH3:49])[C:46]([NH:8][C@H:9]1[CH2:13][C@H:12]([C:14]2[CH:19]=[CH:18][CH:17]=[CH:16][CH:15]=2)[C@@H:11]([CH2:20][N:21]2[CH2:22][CH2:23][CH:24]([N:27]([C:31]([O:33][CH2:34][C:35]3[CH:40]=[CH:39][C:38]([N+:41]([O-:43])=[O:42])=[CH:37][CH:36]=3)=[O:32])[CH2:28][CH:29]=[CH2:30])[CH2:25][CH2:26]2)[CH2:10]1)=[O:47]. Procedure details: Using essentially the same procedure as in Example 16, Step A and B but substituting 1-(S)-((t-butoxycarbonyl)amino)-3-(S)-((4-(N-(4-nitrobenzyloxycarbonyl)-N-(allyl)amino)piperidin-1-yl)methyl)-4-(S)-phenylcyclopentane from Example 33 in Step A and dimethylcarbamoyl chloride in Step B, the title compound was prepared.